This data is from the Open Reaction Database (ORD), a public repository of structured organic reaction records. The task is: describe an organic reaction: reactants, conditions, products, and yield The solvent is C1CCOC1 (THF). Yields the product C(C=C)[C@@]1(C(N([C@@H]([C@H](C1)C1=CC(=CC=C1)Cl)C1=CC=C(C=C1)Cl)[C@H](C(O)C1CC1)CC)=O)C ((3S,5R,6S)-3-Allyl-5-(3-chlorophenyl)-6-(4-chlorophenyl)-1-((2S)-1-cyclopropyl-1-hydroxybutan-2-yl)-3-methylpiperidin-2-one). Procedure: Cyclopropylmagnesium bromide (0.5 M solution in THF, 2.0 mL, 1.013 mmol) was added dropwise via syringe over a period of 1 min to a stirred solution of (S)-2-((3S,5R,6S)-3-allyl-5-(3-chlorophenyl)-6-(4-chlorophenyl)-3-methyl-2-oxopiperidin-1-yl)butanal (Example 91, Step C, 150 mg, 0.338 mmol) in THF (1.7 mL) at rt. The reaction mixture was stirred at rt for 20 minutes and then quenched with NH4Cl (30 mL, saturated aqueous solution) and diluted with EtOAc (50 mL). The organic layer was dried over... RXN SMILES: [CH:1]1([Mg]Br)[CH2:3][CH2:2]1.[CH2:6]([C@@:9]1([CH3:35])[CH2:14][C@H:13]([C:15]2[CH:20]=[CH:19][CH:18]=[C:17]([Cl:21])[CH:16]=2)[C@@H:12]([C:22]2[CH:27]=[CH:26][C:25]([Cl:28])=[CH:24][CH:23]=2)[N:11]([C@@H:29]([CH2:32][CH3:33])[CH:30]=[O:31])[C:10]1=[O:34])[CH:7]=[CH2:8]>C1COCC1>[CH2:6]([C@@:9]1([CH3:35])[CH2:14][C@H:13]([C:15]2[CH:20]=[CH:19][CH:18]=[C:17]([Cl:21])[CH:16]=2)[C@@H:12]([C:22]2[CH:23]=[CH:24][C:25]([Cl:28])=[CH:26][CH:27]=2)[N:11]([C@@H:29]([CH2:32][CH3:33])[CH:30]([CH:1]2[CH2:3][CH2:2]2)[OH:31])[C:10]1=[O:34])[CH:7]=[CH2:8]. Run at time 20 minute. Reactants: C1(CC1)[Mg]Br (Cyclopropylmagnesium bromide), C(C=C)[C@@]1(C(N([C@@H]([C@H](C1)C1=CC(=CC=C1)Cl)C1=CC=C(C=C1)Cl)[C@H](C=O)CC)=O)C ((S)-2-((3S,5R,6S)-3-Allyl-5-(3-chlorophenyl)-6-(4-chlorophenyl)-3-methyl-2-oxopiperidin-1-yl)butanal). Reactants: BrCC1CCOCC1, O=C([O-])[O-], CCCCOc1nc(N)c2nc(OC)[nH]c2n1, O=C(O)C(F)(F)F, [K+], [K+], CN(C)C=O, O. The product is CCCCOc1nc(N)c2nc(OC)n(CC3CCOCC3)c2n1. As a reaction SMILES: [Br:31][CH2:32][CH:33]1[CH2:34][CH2:35][O:36][CH2:37][CH2:38]1.[C:25](=[O:26])([O-:27])[O-:28].[CH2:8]([CH2:9][CH2:10][CH3:11])[O:12][c:13]1[n:14][c:15]([NH2:24])[c:16]2[n:17][c:18]([O:22][CH3:23])[nH:19][c:20]2[n:21]1.[F:1][C:2]([F:3])([F:4])[C:5]([OH:6])=[O:7].[K+:29].[K+:30].[O:40]=[CH:41][N:42]([CH3:43])[CH3:44].[OH2:39]>>[CH2:8]([CH2:9][CH2:10][CH3:11])[O:12][c:13]1[n:14][c:15]([NH2:24])[c:16]2[n:17][c:18]([O:22][CH3:23])[n:19]([CH2:32][CH:33]3[CH2:34][CH2:35][O:36][CH2:37][CH2:38]3)[c:20]2[n:21]1.